From a dataset of the Open Reaction Database (ORD), a public repository of structured organic reaction records. describe an organic reaction: reactants, conditions, products, and yield The reactants are [Si](C)(C)(C(C)(C)C)O[C@@H](CN(CCCC#CC1=CC=C(C=C1)NC(C(F)(F)F)=O)C)C1=C2C=CC(NC2=C(C=C1)O)=O ((R)—N-(4-(5-((2-((tert-butyldimethylsilyl)oxy)-2-(8-hydroxy-2-oxo-1,2-dihydroquinolin-5-yl)ethyl)(methyl)amino)pent-1-yn-1-yl)phenyl)-2,2,2-trifluoroacetamide), BrCCCCCCOCCCCC1=CC=C(C=C1)[N+](=O)[O-] (1-(4-((6-bromohexyl)oxy)butyl)-4-nitrobenzene), C33H50N3O6Si. Product: OC=1C=CC(=C2C=CC(NC12)=O)[C@@H](O[Si](C(C)(C)C)(C)C)CNCCCCCCOCCCCC1=CC=C(C=C1)[N+](=O)[O-] ((R)-8-hydroxy-5-(2,2,3,3-tetramethyl-18-(4-nitrophenyl)-4,14-dioxa-7-aza-3-silaoctadecan-5-yl)quinolin-2(1H)-one). As a reaction SMILES: [Si:1]([O:8][C@H:9]([C:31]1[CH:40]=[CH:39][C:38]([OH:41])=[C:37]2[C:32]=1[CH:33]=[CH:34][C:35](=[O:42])[NH:36]2)[CH2:10][N:11]([CH3:30])CCCC#CC1C=CC(NC(=O)C(F)(F)F)=CC=1)([C:4]([CH3:7])([CH3:6])[CH3:5])([CH3:3])[CH3:2].BrC[CH2:45][CH2:46][CH2:47][CH2:48][CH2:49][O:50][CH2:51][CH2:52][CH2:53][CH2:54][C:55]1[CH:60]=[CH:59][C:58]([N+:61]([O-:63])=[O:62])=[CH:57][CH:56]=1>>[OH:41][C:38]1[CH:39]=[CH:40][C:31]([C@H:9]([CH2:10][NH:11][CH2:30][CH2:45][CH2:46][CH2:47][CH2:48][CH2:49][O:50][CH2:51][CH2:52][CH2:53][CH2:54][C:55]2[CH:60]=[CH:59][C:58]([N+:61]([O-:63])=[O:62])=[CH:57][CH:56]=2)[O:8][Si:1]([CH3:3])([CH3:2])[C:4]([CH3:6])([CH3:7])[CH3:5])=[C:32]2[C:37]=1[NH:36][C:35](=[O:42])[CH:34]=[CH:33]2. Procedure: The title compound was synthesized in a manner analogous to that described for Intermediate 102, using Intermediate 52 in place of Intermediate 45. ES/MS calcd. for C33H50N3O6Si+ 612.4. Found m/z=612.5 (M+H)+.